From a dataset of the Open Reaction Database (ORD), a public repository of structured organic reaction records. describe an organic reaction: reactants, conditions, products, and yield Starting materials: CCC(=O)O, O=C(OCc1ccccc1)c1ccc(O)cc1, OB(O)c1ccccc1, c1ccccc1. The product is O=C(OCc1ccccc1)c1ccc(O)c(CO)c1. As a reaction SMILES: [CH3:27][CH2:28][C:29]([OH:30])=[O:31].[OH:1][c:2]1[cH:3][cH:4][c:5]([C:6](=[O:7])[O:8][CH2:9][c:10]2[cH:11][cH:12][cH:13][cH:14][cH:15]2)[cH:16][cH:17]1.[c:18]1([B:19]([OH:20])[OH:21])[cH:22][cH:23][cH:24][cH:25][cH:26]1.[cH:32]1[cH:33][cH:34][cH:35][cH:36][cH:37]1>>[OH:1][c:2]1[c:3]([CH2:29][OH:30])[cH:4][c:5]([C:6](=[O:7])[O:8][CH2:9][c:10]2[cH:11][cH:12][cH:13][cH:14][cH:15]2)[cH:16][cH:17]1. The reactants are COC(=O)c1c(Cl)cc(C)nc1Oc1c(C)cc(C)cc1C, CS(C)=O, CCC(N)C(C)O. The product is CCC(Nc1cc(C)nc(Oc2c(C)cc(C)cc2C)c1C(=O)OC)C(C)O. RXN SMILES: [CH3:1][O:2][C:3]([c:4]1[c:5]([O:12][c:13]2[c:14]([CH3:21])[cH:15][c:16]([CH3:20])[cH:17][c:18]2[CH3:19])[n:6][c:7]([CH3:11])[cH:8][c:9]1[Cl:10])=[O:22].[CH3:30][S:31]([CH3:32])=[O:33].[NH2:23][CH:24]([CH:25]([CH3:26])[OH:27])[CH2:28][CH3:29]>>[CH3:1][O:2][C:3]([c:4]1[c:5]([O:12][c:13]2[c:14]([CH3:21])[cH:15][c:16]([CH3:20])[cH:17][c:18]2[CH3:19])[n:6][c:7]([CH3:11])[cH:8][c:9]1[NH:23][CH:24]([CH:25]([CH3:26])[OH:27])[CH2:28][CH3:29])=[O:22]. Starting materials: C(N)(=O)C1=NC(=NC(=C1)C1=CC=C(C=C1)OC1=CC=C(C=C1)F)N[C@H](C(=O)OC)C ((S)-methyl 2-((4-carbamoyl-6-(4-(4-fluorophenoxy)phenyl)pyrimidin-2-yl)amino)propanoate), CO (methanol), N (ammonia). Product: NC([C@H](C)NC1=NC(=CC(=N1)C(=O)N)C1=CC=C(C=C1)OC1=CC=C(C=C1)F)=O ((S)-2-((1-amino-1-oxopropan-2-yl)amino)-6-(4-(4-fluorophenoxy)phenyl)pyrimidine-4-carboxamide). The yield is 81.0%. Reaction SMILES: [C:1]([C:4]1[CH:9]=[C:8]([C:10]2[CH:15]=[CH:14][C:13]([O:16][C:17]3[CH:22]=[CH:21][C:20]([F:23])=[CH:19][CH:18]=3)=[CH:12][CH:11]=2)[N:7]=[C:6]([NH:24][C@@H:25]([CH3:30])[C:26]([O:28]C)=O)[N:5]=1)(=[O:3])[NH2:2].CO.[NH3:33]>>[NH2:33][C:26](=[O:28])[C@@H:25]([NH:24][C:6]1[N:5]=[C:4]([C:1]([NH2:2])=[O:3])[CH:9]=[C:8]([C:10]2[CH:15]=[CH:14][C:13]([O:16][C:17]3[CH:18]=[CH:19][C:20]([F:23])=[CH:21][CH:22]=3)=[CH:12][CH:11]=2)[N:7]=1)[CH3:30]. Procedure: A solution of (S)-methyl 2-((4-carbamoyl-6-(4-(4-fluorophenoxy)phenyl)pyrimidin-2-yl)amino)propanoate (0.911 g, 2.22 mmol) in 7M ammonia in methanol (20 mL, 140 mmol) was heated in a sealed tube for 4 days at 50° C. After cooling, the reaction mixture was evaporated in vacuo and the residue chromatographed over silica gel with 50-100% acetone in hexanes. The product fractions were evaporated in vacuo and the resulting solid triturated with 10 mL 1:1 acetone/hexanes. The solid was filtered, rinse... RXN SMILES: [CH3:1][c:2]1[c:3]([CH2:9][C:10]#[N:11])[cH:4][cH:5][cH:6][c:7]1[CH3:8].[H:12][H:13].[Ni:14]>>[CH3:1][c:2]1[c:3]([CH2:9][CH2:10][NH2:11])[cH:4][cH:5][cH:6][c:7]1[CH3:8]. Yields the product Cc1cccc(CCN)c1C. The reactants are Cc1cccc(CC#N)c1C, [H][H], [Ni]. Starting materials: FC=1C=C2C=CC(=NC2=CC1F)C=CC=1C=C(C=CC1)C(C=C)O (1-(3-(2-(6,7-Difluoro-2-quinolinyl)ethenyl)phenyl)-2-propen-1-ol), ClC1=C(C=CC=C1)I (1-chloro-2-iodobenzene), [Li+].[Cl-] (LiCl), [Li]OC(=O)C.O.O (LiOAc.2H2O). Reagents/catalysts: CC(=O)[O-].CC(=O)[O-].[Pd+2] (Pd(OAc)2). Solvent: CN(C)C=O (DMF). Reaction conditions: temperature 100 celsius. The product is ClC1=C(C=CC=C1)CCC(=O)C1=CC(=CC=C1)C=CC1=NC2=CC(=C(C=C2C=C1)F)F (3-(2-Chlorophenyl)-1-(3-(2-(6,7-difluoro-2-quinolinyl)ethenyl)phenyl)-1-propanone). Reaction SMILES: [F:1][C:2]1[CH:3]=[C:4]2[C:9](=[CH:10][C:11]=1[F:12])[N:8]=[C:7]([CH:13]=[CH:14][C:15]1[CH:16]=[C:17]([CH:21]([OH:24])[CH:22]=[CH2:23])[CH:18]=[CH:19][CH:20]=1)[CH:6]=[CH:5]2.[Cl:25][C:26]1[CH:31]=[CH:30][CH:29]=[CH:28][C:27]=1I.[Li+].[Cl-].[Li]OC(C)=O.O.O>CN(C=O)C.CC([O-])=O.CC([O-])=O.[Pd+2]>[Cl:25][C:26]1[CH:31]=[CH:30][CH:29]=[CH:28][C:27]=1[CH2:23][CH2:22][C:21]([C:17]1[CH:18]=[CH:19][CH:20]=[C:15]([CH:14]=[CH:13][C:7]2[CH:6]=[CH:5][C:4]3[C:9](=[CH:10][C:11]([F:12])=[C:2]([F:1])[CH:3]=3)[N:8]=2)[CH:16]=1)=[O:24] |f:2.3,4.5.6,8.9.10|. Reported procedure: A mixture of the allylic alcohol of Step 3 (1.214 g, 3.75 mmol), 1-chloro-2-iodobenzene (480 FtL), Pd(OAc)2 (30 mg), LiCl (194 mg), LiOAc.2H2O (995 rag) and Bu4NCI (2.13 g) in 7.5 mL of DMF was degassed under vacuum and heated to 100° C. under N2 for 3 hr. 25% Aq. NH4OAc was then added and the product was extracted in EtOAc, dried over Na2SO4, and purified by flash chromatography with EtOAc: toluene 2.5:97.5. Yield 1.53 g, 94%. Reactants: C, Cl, CNC(=O)c1cccc(-c2ccc(C(O)CCc3cn(C(c4ccccc4)(c4ccccc4)c4ccccc4)cn3)cc2)c1, [Pd]. Product: CNC(=O)c1cccc(-c2ccc(C(O)CCc3c[nH]cn3)cc2)c1. RXN SMILES: [C:46].[ClH:45].[OH:1][CH:2]([CH2:3][CH2:4][c:5]1[n:6][cH:7][n:8]([C:10]([c:11]2[cH:12][cH:13][cH:14][cH:15][cH:16]2)([c:17]2[cH:18][cH:19][cH:20][cH:21][cH:22]2)[c:23]2[cH:24][cH:25][cH:26][cH:27][cH:28]2)[cH:9]1)[c:29]1[cH:30][cH:31][c:32](-[c:35]2[cH:36][c:37]([C:41](=[O:42])[NH:43][CH3:44])[cH:38][cH:39][cH:40]2)[cH:33][cH:34]1.[Pd:47]>>[OH:1][CH:2]([CH2:3][CH2:4][c:5]1[n:6][cH:7][nH:8][cH:9]1)[c:29]1[cH:30][cH:31][c:32](-[c:35]2[cH:36][c:37]([C:41](=[O:42])[NH:43][CH3:44])[cH:38][cH:39][cH:40]2)[cH:33][cH:34]1. The reactants are FC1=CC=C(C=C1)[C@]1(CCN(C(O1)=O)[C@@H](C)C1=CC=C(C=C1)B1OC(C(O1)(C)C)(C)C)CCCO ((R)-6-(4-fluorophenyl)-6-(3-hydroxypropyl)-3-((S)-1-(4-(4,4,5,5-tetramethyl-1,3,2-dioxaborolan-2-yl)phenyl)ethyl)-1,3-oxazinan-2-one), ClC1=NC=CC=N1 (2-chloropyrimidine). Yields the product FC1=CC=C(C=C1)[C@]1(CCN(C(O1)=O)[C@@H](C)C1=CC=C(C=C1)C1=NC=CC=N1)CCCO ((R)-6-(4-fluorophenyl)-6-(3-hydroxypropyl)-3-((S)-1-(4-(pyrimidin-2-yl)phenyl)ethyl)-1,3-oxazinan-2-one). As a reaction SMILES: [F:1][C:2]1[CH:7]=[CH:6][C:5]([C@:8]2([CH2:32][CH2:33][CH2:34][OH:35])[O:13][C:12](=[O:14])[N:11]([C@H:15]([C:17]3[CH:22]=[CH:21][C:20](B4OC(C)(C)C(C)(C)O4)=[CH:19][CH:18]=3)[CH3:16])[CH2:10][CH2:9]2)=[CH:4][CH:3]=1.Cl[C:37]1[N:42]=[CH:41][CH:40]=[CH:39][N:38]=1>>[F:1][C:2]1[CH:3]=[CH:4][C:5]([C@:8]2([CH2:32][CH2:33][CH2:34][OH:35])[O:13][C:12](=[O:14])[N:11]([C@H:15]([C:17]3[CH:22]=[CH:21][C:20]([C:37]4[N:42]=[CH:41][CH:40]=[CH:39][N:38]=4)=[CH:19][CH:18]=3)[CH3:16])[CH2:10][CH2:9]2)=[CH:6][CH:7]=1. Procedure: The title compound was prepared (R)-6-(4-fluorophenyl)-6-(3-hydroxypropyl)-3-((S)-1-(4-(4,4,5,5-tetramethyl-1,3,2-dioxaborolan-2-yl)phenyl)ethyl)-1,3-oxazinan-2-one and 2-chloropyrimidine following procedures analogous to those described in Example 1 Step 2. LC-MS Method 2 tR=1.401, m/z=436.1; 1H NMR (CDCl3) 1.53 (d, 3H), 1.62 (m, 1H), 1.81-1.98 (m, 3H), 2.15 (m, 2H), 2.31 (m, 1H), 2.76 (m, 1H), 3.51 (t, 2H), 5.67 (m, 1H), 6.92 (m, 4H), 7.11 (m, 1H), 7.19 (m, 1H), 8.15 (d, 2H), 8.71 (d, 2H).